Dataset: the Open Reaction Database (ORD), a public repository of structured organic reaction records. Task: describe an organic reaction: reactants, conditions, products, and yield Reactants: Cc1oc(-c2ccccc2)nc1COc1ccc2cc(CC=CO)oc2c1, ClCCl. Yields the product Cc1oc(-c2ccccc2)nc1COc1ccc2cc(C=CC=O)oc2c1. RXN SMILES: [CH3:1][c:2]1[c:3]([CH2:13][O:14][c:15]2[cH:16][c:17]3[c:18]([cH:19][c:20]([CH2:22][CH:23]=[CH:24][OH:25])[o:21]3)[cH:26][cH:27]2)[n:4][c:5](-[c:7]2[cH:8][cH:9][cH:10][cH:11][cH:12]2)[o:6]1.[Cl:28][CH2:29][Cl:30]>>[CH3:1][c:2]1[c:3]([CH2:13][O:14][c:15]2[cH:16][c:17]3[c:18]([cH:19][c:20]([CH:22]=[CH:23][CH:24]=[O:25])[o:21]3)[cH:26][cH:27]2)[n:4][c:5](-[c:7]2[cH:8][cH:9][cH:10][cH:11][cH:12]2)[o:6]1. The reactants are C(C=C)C1=CC2=C(C(OC2)=O)C=C1 (5-prop-2-en-1-yl-2-benzofuran-1(3H)-one), O=[O+][O-] (O3), [BH4-].[Na+] (NaBH4). The solvent is C(Cl)Cl.CO (DCM MeOH). Run at time 8 hour. The product is OCCC1=CC2=C(C(OC2)=O)C=C1 (5-(2-hydroxyethyl)-2-benzofuran-1(3H)-one). As a reaction SMILES: [CH2:1]([C:4]1[CH:13]=[CH:12][C:7]2[C:8](=[O:11])[O:9][CH2:10][C:6]=2[CH:5]=1)[CH:2]=C.[O:14]=[O+][O-].[BH4-].[Na+]>C(Cl)Cl.CO>[OH:14][CH2:2][CH2:1][C:4]1[CH:13]=[CH:12][C:7]2[C:8](=[O:11])[O:9][CH2:10][C:6]=2[CH:5]=1 |f:2.3,4.5|. Procedure: To a solution of 5-prop-2-en-1-yl-2-benzofuran-1(3H)-one (13.5 g, 45.2 mmol) in 200 mL DCM/MeOH (V/V=1:1) was bubbled O3 at −78° C. for 30 min, and N2 was bubbled for another 15 min at −78° C. Then 20 mL of Me2S were added, and the mixture was stirred at r.t. overnight before concentrating to dryness. The residue was dissolved in MeOH (100 mL) and then cooled to 0° C. NaBH4 (5.90 g, 155 mmol) was added in portions. The resulting mixture was stirred at 0° C. for 1 h, then quenched with citric aci... The reactants are CCn1c(=O)c2[nH]c(-c3ccc(S(=O)(=O)O)cc3)nc2n(CC)c1=O, C1CSCCN1, CN(C)C=O, CCO, O, O=S(Cl)Cl. Product: CCn1c(=O)c2[nH]c(-c3ccc(S(=O)(=O)N4CCSCC4)cc3)nc2n(CC)c1=O. RXN SMILES: [CH2:1]([CH3:2])[n:3]1[c:4](=[O:25])[n:5]([CH2:23][CH3:24])[c:6]2[n:7][c:8](-[c:13]3[cH:14][cH:15][c:16]([S:19](=[O:20])(=[O:21])[OH:22])[cH:17][cH:18]3)[nH:9][c:10]2[c:11]1=[O:12].[CH2:35]1[CH2:36][S:37][CH2:38][CH2:39][NH:40]1.[CH3:26][N:27]([CH3:28])[CH:29]=[O:30].[CH3:41][CH2:42][OH:43].[OH2:44].[S:31]([Cl:32])([Cl:33])=[O:34]>>[CH2:1]([CH3:2])[n:3]1[c:4](=[O:25])[n:5]([CH2:23][CH3:24])[c:6]2[n:7][c:8](-[c:13]3[cH:14][cH:15][c:16]([S:19](=[O:21])(=[O:22])[N:40]4[CH2:35][CH2:36][S:37][CH2:38][CH2:39]4)[cH:17][cH:18]3)[nH:9][c:10]2[c:11]1=[O:12]. RXN SMILES: [CH3:13][C:14](=[O:15])[CH3:16].[CH3:1][C:2]([CH:3]=[CH2:4])([CH3:5])[c:6]1[c:7]([CH2:11][OH:12])[nH:8][cH:9][n:10]1>>[CH3:1][C:2]([CH:3]=[CH2:4])([CH3:5])[c:6]1[c:7]([CH:11]=[O:12])[nH:8][cH:9][n:10]1. Reactants: CC(C)=O, C=CC(C)(C)c1nc[nH]c1CO. The product is C=CC(C)(C)c1nc[nH]c1C=O. Reactants: CN1CCNCC1, O=C(Cl)C(c1ccc(Cl)cc1)c1c(Cl)cc(-n2ncc(=O)[nH]c2=O)cc1Cl, C1CCOC1. Product: CN1CCN(C(=O)C(c2ccc(Cl)cc2)c2c(Cl)cc(-n3ncc(=O)[nH]c3=O)cc2Cl)CC1. RXN SMILES: [CH3:1][N:2]1[CH2:3][CH2:4][NH:5][CH2:6][CH2:7]1.[Cl:8][c:9]1[c:10]([CH:24]([C:25](=[O:26])[Cl:27])[c:28]2[cH:29][cH:30][c:31]([Cl:34])[cH:32][cH:33]2)[c:11]([Cl:23])[cH:12][c:13](-[n:15]2[n:16][cH:17][c:18](=[O:22])[nH:19][c:20]2=[O:21])[cH:14]1.[O:35]1[CH2:36][CH2:37][CH2:38][CH2:39]1>>[CH3:1][N:2]1[CH2:3][CH2:4][N:5]([C:25]([CH:24]([c:10]2[c:9]([Cl:8])[cH:14][c:13](-[n:15]3[n:16][cH:17][c:18](=[O:22])[nH:19][c:20]3=[O:21])[cH:12][c:11]2[Cl:23])[c:28]2[cH:29][cH:30][c:31]([Cl:34])[cH:32][cH:33]2)=[O:26])[CH2:6][CH2:7]1. Reactants: N (ammonia), BrC1=CC=C(CN2C(=C(C3=CC(=CC=C23)OC)CC(CC(=O)O)C)C)C=C1 (4-(1-(4-Bromobenzyl)-5-methoxy-2-methyl-1H-indol-3-yl)-3-methylbutanoic acid), C(C(=O)Cl)(=O)Cl (oxalyl chloride), CN(C)C=O (DMF). Solvent: C1CCOC1 (THF), C1=CC=CC=C1 (benzene). Run at time 30 minute. Product: BrC1=CC=C(CN2C(=C(C3=CC(=CC=C23)OC)CC(CC(=O)N)C)C)C=C1 (4-[1-(4-Bromobenzyl)-5-methoxy-2-methyl-1H-indol-3-yl]-3-methylbutanamide). As a reaction SMILES: [Br:1][C:2]1[CH:27]=[CH:26][C:5]([CH2:6][N:7]2[C:15]3[C:10](=[CH:11][C:12]([O:16][CH3:17])=[CH:13][CH:14]=3)[C:9]([CH2:18][CH:19]([CH3:24])[CH2:20][C:21](O)=[O:22])=[C:8]2[CH3:25])=[CH:4][CH:3]=1.C[N:29](C=O)C.C(Cl)(=O)C(Cl)=O.N>C1C=CC=CC=1.C1COCC1>[Br:1][C:2]1[CH:27]=[CH:26][C:5]([CH2:6][N:7]2[C:15]3[C:10](=[CH:11][C:12]([O:16][CH3:17])=[CH:13][CH:14]=3)[C:9]([CH2:18][CH:19]([CH3:24])[CH2:20][C:21]([NH2:29])=[O:22])=[C:8]2[CH3:25])=[CH:4][CH:3]=1. Procedure details: To the acid of Example 7, Step 6, (600 mg, 1.39 mmol) in benzene (10.0 mL) was added at 0° C. DMF (50 mL) and oxalyl chloride. After a period of 30 min at 0° /C., THF (10.0 mL) was added to the resulting mixture and ammonia gas was bubbled until saturation. The mixture was stirred for 4 h at r.t. The reaction was poured over water, extracted with EtOAc, dried over Na2SO4, evaporated in vacuo and filtered over silica gel (50% EtOAc in THF) to provide the desired amide (530 mg). The reactants are COC=1C=C(N)C=C(C1OC)OC (3,4,5-trimethoxyaniline), BrC(C(=O)OCC1=CC(=CC=C1)OC1=CC=CC=C1)C(C)C (m-phenoxybenzyl α-bromoisovalerate). Product: m-phenoxybenzyl ester, COC=1C=C(C=C(C1OC)OC)N[C@@H](C(C)C)C(=O)O (N-(3,4,5-trimethoxyphenyl)valine). Reaction SMILES: [CH3:1][O:2][C:3]1[CH:4]=[C:5]([CH:7]=[C:8]([O:12][CH3:13])[C:9]=1[O:10][CH3:11])[NH2:6].Br[CH:15]([CH:33]([CH3:35])[CH3:34])[C:16]([O:18]CC1C=CC=C(OC2C=CC=CC=2)C=1)=[O:17]>>[CH3:13][O:12][C:8]1[CH:7]=[C:5]([NH:6][C@H:15]([C:16]([OH:18])=[O:17])[CH:33]([CH3:35])[CH3:34])[CH:4]=[C:3]([O:2][CH3:1])[C:9]=1[O:10][CH3:11]. Procedure: By the above procedure, 3,4,5-trimethoxyaniline is reacted with m-phenoxybenzyl α-bromoisovalerate to yield the m-phenoxybenzyl ester of N-(3,4,5-trimethoxyphenyl)valine. MS m/e 465.2 (M+, 39.0), 182.9 (100).